This data is from the Open Reaction Database (ORD), a public repository of structured organic reaction records. The task is: describe an organic reaction: reactants, conditions, products, and yield The reactants are CC1=NC=C(C=C1)O (2-methyl-5-hydroxypyridine), C([O-])([O-])=O.[Cs+].[Cs+] (cesium carbonate), FC(COS(=O)(=O)C(F)(F)F)(F)F (2,2,2-trifluoroethyl-trifluoromethanesulfonate). Run in O (water), CN(C)C=O (DMF). Reaction conditions: time 1 hour. The product is CC1=NC=C(C=C1)OCC(F)(F)F (2-methyl-5-(2,2,2-trifluoroethoxy)pyridine). RXN SMILES: [CH3:1][C:2]1[CH:7]=[CH:6][C:5]([OH:8])=[CH:4][N:3]=1.C(=O)([O-])[O-].[Cs+].[Cs+].[F:15][C:16]([F:27])([F:26])[CH2:17]OS(C(F)(F)F)(=O)=O>CN(C=O)C.O>[CH3:1][C:2]1[CH:7]=[CH:6][C:5]([O:8][CH2:17][C:16]([F:27])([F:26])[F:15])=[CH:4][N:3]=1 |f:1.2.3|. Procedure: To a suspension of 2-methyl-5-hydroxypyridine (10.5 g, 96.0 mmol) and cesium carbonate (36.1 g, 111 mmol) in DMF (100 mL) was added 2,2,2-trifluoroethyl-trifluoromethanesulfonate (25.7 g, 111 mmol) dropwise over 30 min. The reaction was exothermic and the mixture, which turned to a dark brown color, was stirred for an additional 1 h. The mixture was diluted with water (200 mL) and extracted with EtOAc (200 mL). The organic layer was washed with water (100 mL) then dried over MgSO4, filtered, and... Starting materials: CC1(OB(OC1(C)C)C=1C=C(C(=NC1)N)C(F)(F)F)C (5-(4,4,5,5-tetramethyl-[1,3,2]dioxaborolan-2-yl)-3-trifluoromethyl-pyridin-2-ylamine), C(=O)([O-])[O-].[K+].[K+] (K2CO3), IC1=CN=C2SC(=NN21)C=2C=C(CNS(=O)(=O)C)C=CC2 (N-[3-(5-Iodo-imidazo[2,1-b][1,3,4]thiadiazol-2-yl) -benzyl]-methanesulfonamide). The reagents and catalysts are Cl[Pd]([P](C1=CC=CC=C1)(C2=CC=CC=C2)C3=CC=CC=C3)([P](C4=CC=CC=C4)(C5=CC=CC=C5)C6=CC=CC=C6)Cl (dichlorobis(triphenylphosphine)palladium(II)). The solvent is O (H2O), O (water), O1CCOCC1 (1,4-dioxane). Run at temperature 105 celsius. The product is NC1=C(C=C(C=N1)C1=CN=C2SC(=NN21)C=2C=C(CNS(=O)(=O)C)C=CC2)C(F)(F)F (N-{3-[5-(6-Amino-5-trifluoromethyl-pyridin-3-yl)-imidazo[2,1-b][1,3,4]thiadiazol-2-yl]-benzyl}-methanesulfonamide). Yield: 6.0%. Reaction SMILES: I[C:2]1[N:9]2[C:5]([S:6][C:7]([C:10]3[CH:11]=[C:12]([CH:19]=[CH:20][CH:21]=3)[CH2:13][NH:14][S:15]([CH3:18])(=[O:17])=[O:16])=[N:8]2)=[N:4][CH:3]=1.CC1(C)C(C)(C)OB([C:30]2[CH:31]=[C:32]([C:37]([F:40])([F:39])[F:38])[C:33]([NH2:36])=[N:34][CH:35]=2)O1.C([O-])([O-])=O.[K+].[K+]>O1CCOCC1.O.Cl[Pd](Cl)([P](C1C=CC=CC=1)(C1C=CC=CC=1)C1C=CC=CC=1)[P](C1C=CC=CC=1)(C1C=CC=CC=1)C1C=CC=CC=1>[NH2:36][C:33]1[N:34]=[CH:35][C:30]([C:2]2[N:9]3[C:5]([S:6][C:7]([C:10]4[CH:11]=[C:12]([CH:19]=[CH:20][CH:21]=4)[CH2:13][NH:14][S:15]([CH3:18])(=[O:17])=[O:16])=[N:8]3)=[N:4][CH:3]=2)=[CH:31][C:32]=1[C:37]([F:40])([F:38])[F:39] |f:2.3.4,^1:57,76|. Procedure: N-[3-(5-Iodo-imidazo[2,1-b][1,3,4]thiadiazol-2-yl) -benzyl]-methanesulfonamide (77 mg, 0.177 mmol, 1 eq) was dissolved in 1,4-dioxane (3 mL) and 5-(4,4,5,5-tetramethyl-[1,3,2]dioxaborolan-2-yl)-3-trifluoromethyl-pyridin-2-ylamine (76 mg, 0.265 mmol, 1.5 eq), K2CO3 (73 mg, 0.531 mmol, 3 eq), H2O (2 mL) and dichlorobis(triphenylphosphine)palladium(II)(12 mg, 0.0177 mmol, 0.1 eq) were added. The reaction mixture was heated in a pressure tube at 105° C. overnight. Solvents were removed and the resid... Starting materials: C(C)OC(=O)C1=NN(C(=C1)O)C(C)C (5-hydroxy-1-isopropyl-1H-pyrazole-3-carboxylic acid ethyl ester), P(=O)(Cl)(Cl)Cl (phosphorus oxychloride), CN(C=O)C (dimethylformamide). Run at temperature 100 celsius. Yields the product C(C)OC(=O)C1=NN(C(=C1C=O)Cl)C(C)C (5-chloro-4-formyl-1-isopropyl-1H-pyrazole-3-carboxylic acid ethyl ester). As a reaction SMILES: [CH2:1]([O:3][C:4]([C:6]1[CH:10]=[C:9](O)[N:8]([CH:12]([CH3:14])[CH3:13])[N:7]=1)=[O:5])[CH3:2].P(Cl)(Cl)([Cl:17])=O.CN(C)[CH:22]=[O:23]>>[CH2:1]([O:3][C:4]([C:6]1[C:10]([CH:22]=[O:23])=[C:9]([Cl:17])[N:8]([CH:12]([CH3:14])[CH3:13])[N:7]=1)=[O:5])[CH3:2]. Reported procedure: 8 g of 5-hydroxy-1-isopropyl-1H-pyrazole-3-carboxylic acid ethyl ester was added portionwise to a preformed mixture of 3.44 ml of dimethylformamide and 94 ml of phosphorus oxychloride at 0° C. under nitrogen. The mixture was then heated at 100° C. for 20 h. The mixture was evaporated under reduced pressure, the residue poured into ice-cold saturated sodium hydrogen carbonate and then extracted three times with dichloromethane. The combined extracts were washed with brine then dried over anhydrou... Reagents/catalysts: [Pd] (Pd/C). Reaction SMILES: [C:1]([O:5][C:6](=[O:31])[N:7]([CH3:30])[CH2:8][C:9]#[C:10][C:11]1[S:12][CH:13]=[C:14]([C:16](=[O:29])[N:17]([CH3:28])[C@H:18]2[C:27]3[C:22](=[CH:23][CH:24]=[CH:25][CH:26]=3)[CH2:21][CH2:20][CH2:19]2)[N:15]=1)([CH3:4])([CH3:3])[CH3:2]>CO.[Pd]>[C:1]([O:5][C:6](=[O:31])[N:7]([CH3:30])[CH2:8][CH2:9][CH2:10][C:11]1[S:12][CH:13]=[C:14]([C:16](=[O:29])[N:17]([CH3:28])[C@H:18]2[C:27]3[C:22](=[CH:23][CH:24]=[CH:25][CH:26]=3)[CH2:21][CH2:20][CH2:19]2)[N:15]=1)([CH3:3])([CH3:4])[CH3:2]. Solvent: CO (methanol). Yields the product C(C)(C)(C)OC(N(CCCC=1SC=C(N1)C(N([C@@H]1CCCC2=CC=CC=C12)C)=O)C)=O (methyl-{3-[4-((R)-methyl-1,2,3,4-tetrahydro-naphthalen-1-yl-carbamoyl)-thiazol-2-yl]-propyl}-carbamic acid tert-butyl ester). The yield is 75.0%. The reactants are C(C)(C)(C)OC(N(CC#CC=1SC=C(N1)C(N([C@@H]1CCCC2=CC=CC=C12)C)=O)C)=O (methyl-{3-[4-((R)-methyl-1,2,3,4-tetrahydro-naphthalen-1-yl-carbamoyl)-thiazol-2-yl]-prop-2-ynyl}-carbamic acid tert-butyl ester). Procedure: A solution of methyl-{3-[4-((R)-methyl-1,2,3,4-tetrahydro-naphthalen-1-yl-carbamoyl)-thiazol-2-yl]-prop-2-ynyl}-carbamic acid tert-butyl ester (0.176 g, 0.4 mmol) in methanol (3 mL) was pumping through Pd/C cartridge using H-Cube apparatus (50° C., 80 bar, 1 mL/min.). The solvent was then evaporated under reduce pressure to give methyl-{3-[4-((R)-methyl-1,2,3,4-tetrahydro-naphthalen-1-yl-carbamoyl)-thiazol-2-yl]-propyl}-carbamic acid tert-butyl ester (0.133 g, 75%), which can be used in the next... Starting materials: FC(C1(N=N1)C1=CC=C(C=C1)C(=O)C1=C(N)C=CC(=C1)C#C[Si](C)(C)C)(F)F (2-({4-[3-(trifluoromethyl)diazirin-3-yl]phenyl}carbonyl)-4-[2-(trimethylsilyl)ethynyl]aniline), ClC(C(=O)Cl)Cl (Dichloroacetyl chloride). Run in C(Cl)Cl (DCM). Conditions: temperature 0 celsius, time 10 minute. The product is ClC(C(=O)NC1=C(C=C(C=C1)C#C[Si](C)(C)C)C(=O)C1=CC=C(C=C1)C1(N=N1)C(F)(F)F)Cl (2,2-dichloro-N-[2-({4-[3-(trifluoromethyl)diazirin-3-yl]phenyl}carbonyl)-4-[2-(trimethylsilyl)ethynyl]phenyl]acetamide). Isolated yield 92.7%. As a reaction SMILES: [F:1][C:2]([F:28])([F:27])[C:3]1([C:6]2[CH:11]=[CH:10][C:9]([C:12]([C:14]3[CH:20]=[C:19]([C:21]#[C:22][Si:23]([CH3:26])([CH3:25])[CH3:24])[CH:18]=[CH:17][C:15]=3[NH2:16])=[O:13])=[CH:8][CH:7]=2)[N:5]=[N:4]1.[Cl:29][CH:30]([Cl:34])[C:31](Cl)=[O:32]>C(Cl)Cl>[Cl:29][CH:30]([Cl:34])[C:31]([NH:16][C:15]1[CH:17]=[CH:18][C:19]([C:21]#[C:22][Si:23]([CH3:24])([CH3:26])[CH3:25])=[CH:20][C:14]=1[C:12]([C:9]1[CH:10]=[CH:11][C:6]([C:3]2([C:2]([F:1])([F:27])[F:28])[N:5]=[N:4]2)=[CH:7][CH:8]=1)=[O:13])=[O:32]. Procedure: 2-({4-[3-(trifluoromethyl)diazirin-3-yl]phenyl}carbonyl)-4-[2-(trimethylsilyl)ethynyl]aniline (47 mg, 0.12 mmol, 1 eq.) was dissolved in DCM (10 mL) and cooled to 0° C. Dichloroacetyl chloride (0.013 mL, 0.14 mmol, 1.15 eq.) was then added, and the reaction was stirred at 0° C. for 10 minutes. The reaction was then warmed to room temperature and stirred for 30 minutes. The solvent was evaporated, and the residue was purified by silica column (hexanes/ethyl acetate, 3:1), resulting in 57 mg (94%)... The reactants are O=C([O-])[O-], CS(C)=O, CCC(C)=O, Oc1cc(-c2nn3c(c2Cl)CCCC3)c(F)cc1Cl, Clc1ncccn1, [K+], [K+]. Product: Fc1cc(Cl)c(Oc2ncccn2)cc1-c1nn2c(c1Cl)CCCC2. RXN SMILES: [C:27](=[O:28])([O-:29])[O-:30].[CH3:33][S:34]([CH3:35])=[O:36].[CH3:37][C:38](=[O:39])[CH2:40][CH3:41].[Cl:1][c:2]1[c:3]([OH:19])[cH:4][c:5](-[c:9]2[n:10][n:11]3[c:12]([c:17]2[Cl:18])[CH2:13][CH2:14][CH2:15][CH2:16]3)[c:6]([F:8])[cH:7]1.[Cl:20][c:21]1[n:22][cH:23][cH:24][cH:25][n:26]1.[K+:31].[K+:32]>>[Cl:1][c:2]1[c:3]([O:19][c:21]2[n:22][cH:23][cH:24][cH:25][n:26]2)[cH:4][c:5](-[c:9]2[n:10][n:11]3[c:12]([c:17]2[Cl:18])[CH2:13][CH2:14][CH2:15][CH2:16]3)[c:6]([F:8])[cH:7]1.